This data is from the Open Reaction Database (ORD), a public repository of structured organic reaction records. The task is: describe an organic reaction: reactants, conditions, products, and yield Starting materials: IC1=C(C(=O)O)C=C(C=C1)[N+](=O)[O-] (2-iodo-5-nitro-benzoic acid), CO (methanol), S(O)(O)(=O)=O (sulfuric acid). The solvent is 3. The product is IC1=C(C(=O)OC)C=C(C=C1)[N+](=O)[O-] (Methyl 2-Iodo-5-Nitro-Benzoate). Reaction SMILES: [I:1][C:2]1[CH:10]=[CH:9][C:8]([N+:11]([O-:13])=[O:12])=[CH:7][C:3]=1[C:4]([OH:6])=[O:5].S(=O)(=O)(O)O.[CH3:19]O>>[I:1][C:2]1[CH:10]=[CH:9][C:8]([N+:11]([O-:13])=[O:12])=[CH:7][C:3]=1[C:4]([O:6][CH3:19])=[O:5]. Procedure: In a 5 liter 3 necked flask, 2-iodo-5-nitro-benzoic acid (100 grams) was dissolved in methanol (3000 ml). The flask was fitted with a reflux condenser and 50 ml of concentrated sulfuric acid was added carefully with cooling. After the completion of the addition, the contents were refluxed for 3 days until completion of the reaction. The reaction was followed by TLC. After the completion of the reaction, the reaction mixture was concentrated to 1000 ml and allowed to cool. The product crystalized... Reactants: O=S1CCCC1Cc1ccc(Cl)nc1, [N-]=[N+]=[N-], [Na+]. Product: N=S1(=O)CCCC1Cc1ccc(Cl)nc1. RXN SMILES: [Cl:1][c:2]1[n:3][cH:4][c:5]([CH2:8][CH:9]2[S:10](=[O:14])[CH2:11][CH2:12][CH2:13]2)[cH:6][cH:7]1.[N-:15]=[N+:16]=[N-:17].[Na+:18]>>[Cl:1][c:2]1[n:3][cH:4][c:5]([CH2:8][CH:9]2[S:10](=[O:14])(=[NH:15])[CH2:11][CH2:12][CH2:13]2)[cH:6][cH:7]1. Reactants: CC(=O)OC(C)=O, N#Cc1ccc(N)c(F)c1F. Yields the product CC(=O)Nc1ccc(C#N)c(F)c1F. RXN SMILES: [CH3:12][C:13](=[O:14])[O:15][C:16]([CH3:17])=[O:18].[NH2:1][c:2]1[c:3]([F:11])[c:4]([F:10])[c:5]([C:6]#[N:7])[cH:8][cH:9]1>>[NH:1]([c:2]1[c:3]([F:11])[c:4]([F:10])[c:5]([C:6]#[N:7])[cH:8][cH:9]1)[C:13]([CH3:12])=[O:14].